From a dataset of the Open Reaction Database (ORD), a public repository of structured organic reaction records. describe an organic reaction: reactants, conditions, products, and yield Reactants: BrC=1N=C2N(N=C(C=C2)N2CCC(CC2)N2CCCC2)C1C1=CN=NC=C1 (2-bromo-3-pyridazin-4-yl-6-(4-pyrrolidin-1-ylpiperidin-1-yl)imidazo[1,2-b]pyridazine), FC=1C=C(C=C(C1)F)B(O)O (3,5-difluorophenylboronic acid), aqueous solution, C([O-])([O-])=O.[Cs+].[Cs+] (cesium carbonate), saturated aqueous solution, [Cl-].[Na+] (sodium chloride). Reagents/catalysts: C1=CC=C(C=C1)P([C-]2C=CC=C2)C3=CC=CC=C3.C1=CC=C(C=C1)P([C-]2C=CC=C2)C3=CC=CC=C3.Cl[Pd]Cl.[Fe+2] (1,1′-bis(diphenylphosphino)ferrocenedichloropalladium). Solvent: O1CCOCC1 (dioxane), C(C)(=O)OCC (ethyl acetate). The product is FC=1C=C(C=C(C1)F)C=1N=C2N(N=C(C=C2)N2CCC(CC2)N2CCCC2)C1C1=CN=NC=C1 (2-(3,5-difluorophenyl)-3-(pyridazin-4-yl)-6-(4-pyrrolidin-1-ylpiperidin-1-yl)imidazo[1,2-b]pyridazine). Isolated yield 38.2%. As a reaction SMILES: Br[C:2]1[N:3]=[C:4]2[CH:9]=[CH:8][C:7]([N:10]3[CH2:15][CH2:14][CH:13]([N:16]4[CH2:20][CH2:19][CH2:18][CH2:17]4)[CH2:12][CH2:11]3)=[N:6][N:5]2[C:21]=1[C:22]1[CH:27]=[CH:26][N:25]=[N:24][CH:23]=1.[F:28][C:29]1[CH:30]=[C:31](B(O)O)[CH:32]=[C:33]([F:35])[CH:34]=1.C(=O)([O-])[O-].[Cs+].[Cs+].[Cl-].[Na+]>O1CCOCC1.C1C=CC(P(C2C=CC=CC=2)[C-]2C=CC=C2)=CC=1.C1C=CC(P(C2C=CC=CC=2)[C-]2C=CC=C2)=CC=1.Cl[Pd]Cl.[Fe+2].C(OCC)(=O)C>[F:28][C:29]1[CH:30]=[C:31]([C:2]2[N:3]=[C:4]3[CH:9]=[CH:8][C:7]([N:10]4[CH2:15][CH2:14][CH:13]([N:16]5[CH2:20][CH2:19][CH2:18][CH2:17]5)[CH2:12][CH2:11]4)=[N:6][N:5]3[C:21]=2[C:22]2[CH:27]=[CH:26][N:25]=[N:24][CH:23]=2)[CH:32]=[C:33]([F:35])[CH:34]=1 |f:2.3.4,5.6,8.9.10.11|. Procedure: A mixture of 0.090 g (0.21 mmol) of 2-bromo-3-pyridazin-4-yl-6-(4-pyrrolidin-1-ylpiperidin-1-yl)imidazo[1,2-b]pyridazine, 0.014 g (0.02 mmol) of 1,1′-bis(diphenylphosphino)ferrocenedichloropalladium and 0.043 g (0.27 mmol) of 3,5-difluorophenylboronic acid and of a 2M aqueous solution of cesium carbonate in 2 ml of dioxane is heated at 120° C. for 20 minutes in a microwave oven. 1 ml of a saturated aqueous solution of sodium chloride and 4 ml of ethyl acetate are then injected into the tube. Aft... Reactants: Nc1ccc(Br)cn1, CN(C)C=O, O=C1CCC(=O)N1Cl, [Na+], [OH-], O. Yields the product Nc1ncc(Br)cc1Cl. As a reaction SMILES: [Br:14][c:15]1[cH:16][cH:17][c:18]([NH2:21])[n:19][cH:20]1.[CH3:9][N:10]([CH3:11])[CH:12]=[O:13].[Cl:1][N:2]1[C:3](=[O:4])[CH2:5][CH2:6][C:7]1=[O:8].[Na+:23].[OH-:22].[OH2:24]>>[Cl:1][c:17]1[cH:16][c:15]([Br:14])[cH:20][n:19][c:18]1[NH2:21].